This data is from the Open Reaction Database (ORD), a public repository of structured organic reaction records. The task is: describe an organic reaction: reactants, conditions, products, and yield Starting materials: Cl (hydrochloric acid), O1CCC(CC1)C=O (tetrahydropyran-4-carboxaldehyde), solution, COC=1C=C(C=C(C1)OC)[Mg]Cl (3,5-dimethoxyphenylmagnesium chloride). The solvent is O1CCCC1 (tetrahydrofuran), O1CCCC1 (tetrahydrofuran). Run at time 8 hour. Yields the product COC=1C=C(C=C(C1)OC)C(O)C1CCOCC1 ((3,5-dimethoxyphenyl) (tetrahydropyran-4-yl)methanol). Reaction SMILES: [O:1]1[CH2:6][CH2:5][CH:4]([CH:7]=[O:8])[CH2:3][CH2:2]1.[CH3:9][O:10][C:11]1[CH:12]=[C:13]([Mg]Cl)[CH:14]=[C:15]([O:17][CH3:18])[CH:16]=1.Cl>O1CCCC1>[CH3:9][O:10][C:11]1[CH:12]=[C:13]([CH:7]([CH:4]2[CH2:5][CH2:6][O:1][CH2:2][CH2:3]2)[OH:8])[CH:14]=[C:15]([O:17][CH3:18])[CH:16]=1. Reported procedure: A solution of tetrahydropyran-4-carboxaldehyde (16.0 g, 0.14 mol) in tetrahydrofuran (60 ml) is added dropwise over 1 hour to a 1 M solution of 3,5-dimethoxyphenylmagnesium chloride in tetrahydrofuran (140 ml), maintaining the reaction at or below reflux by external cooling. Once the addition is complete, and the exotherm has subsided, the reaction mixture is allowed to stir at room temperature overnight. A solution of dilute aqueous hydrochloric acid (300 ml) is added carefully and the reaction... The reactants are C1CCOC1, CCCC(CCC)(C(=O)OC)c1ccccc1. Yields the product CCCC(CCC)(C(=O)O)c1ccccc1. Reaction SMILES: [O:18]1[CH2:19][CH2:20][CH2:21][CH2:22]1.[c:1]1([C:7]([C:8](=[O:9])[O:10][CH3:11])([CH2:12][CH2:13][CH3:14])[CH2:15][CH2:16][CH3:17])[cH:2][cH:3][cH:4][cH:5][cH:6]1>>[c:1]1([C:7]([C:8](=[O:9])[OH:10])([CH2:12][CH2:13][CH3:14])[CH2:15][CH2:16][CH3:17])[cH:2][cH:3][cH:4][cH:5][cH:6]1. Reactants: [C-]#N, CCO, CCOC(=O)CC(=O)C(F)(F)C(F)(F)F, [K+], O, O=S(=O)(O)O. The product is CCOC(=O)CC(O)(C#N)C(F)(F)C(F)(F)F. Reaction SMILES: [C-:1]#[N:2].[CH3:25][CH2:26][OH:27].[F:4][C:5]([C:6]([CH2:7][C:8](=[O:9])[O:10][CH2:11][CH3:12])=[O:13])([C:14]([F:15])([F:16])[F:17])[F:18].[K+:3].[OH2:24].[S:19](=[O:20])(=[O:21])([OH:22])[OH:23]>>[C:1](#[N:2])[C:6]([C:5]([F:4])([C:14]([F:15])([F:16])[F:17])[F:18])([CH2:7][C:8](=[O:9])[O:10][CH2:11][CH3:12])[OH:13]. Reactants: C[Si](C)(C)N=[N+]=[N-] (trimethyl silylazide), C([O-])([O-])=O.[K+].[K+] (potassium carbonate), C(C)(C)N(C(C)C)CC (N,N-diisopropyl ethylamine), O1NCC=C1 (racemic dihydroisoxazole), C[Si](C)(C)C#C (trimethylsilylacetylene). Reagents/catalysts: [Cu](I)I (Copper iodide), C=1C=CC(=CC1)[P](C=2C=CC=CC2)(C=3C=CC=CC3)[Pd]([P](C=4C=CC=CC4)(C=5C=CC=CC5)C=6C=CC=CC6)([P](C=7C=CC=CC7)(C=8C=CC=CC8)C=9C=CC=CC9)[P](C=1C=CC=CC1)(C=1C=CC=CC1)C=1C=CC=CC1 (Palladium tetrakis). Solvent: O (water), C(C)(=O)OCC (ethyl acetate), CN(C=O)C (N,N-dimethylforamide), O (water), C(C)(=O)OCC (ethyl acetate). Reaction conditions: temperature 100 celsius, time 4 hour. Product: N1=CC(=CC=C1)OC1=NOCC1 (3-(pyridin-3-yloxy)-4,5-dihydroisoxazole), N1N=NC=C1 (racemic triazole). RXN SMILES: [O:1]1[CH:5]=[CH:4][CH2:3][NH:2]1.[CH3:6][Si]([C:10]#[CH:11])(C)C.C([N:15]([CH2:19]C)[CH:16]([CH3:18])C)(C)C.[C:21](=[O:24])([O-])[O-].[K+].[K+].C[Si]([N:31]=[N+:32]=[N-:33])(C)C>CN(C)C=O.[Cu](I)I.C1C=CC([P]([Pd]([P](C2C=CC=CC=2)(C2C=CC=CC=2)C2C=CC=CC=2)([P](C2C=CC=CC=2)(C2C=CC=CC=2)C2C=CC=CC=2)[P](C2C=CC=CC=2)(C2C=CC=CC=2)C2C=CC=CC=2)(C2C=CC=CC=2)C2C=CC=CC=2)=CC=1.O.C(OCC)(=O)C>[N:15]1[CH:16]=[CH:18][CH:6]=[C:21]([O:24][C:3]2[CH2:4][CH2:5][O:1][N:2]=2)[CH:19]=1.[NH:31]1[CH:11]=[CH:10][N:33]=[N:32]1 |f:3.4.5,^1:45,47,66,85|. Procedure: 3-(pyridin-3-yloxy)-4,5-dihydroisoxazole I-236a and I-236b were prepared in 3 steps according to the following procedures: racemic dihydroisoxazole I-161 (1.0 equiv) was dissolved in N,N-dimethylforamide (0.1 M). Copper iodide (1.0 equiv) was added followed by trimethylsilylacetylene (3.0 equiv) and N,N-diisopropyl ethylamine (2.0 equiv). Palladium tetrakis (15 mol %) was added and the reaction was sealed and heated in a microwave reactor at 100° C. for 1 h. The reaction was allowed to cool afte... The reactants are C(Cl)C1CO1 (Epichlorohydrin), ClC1=CC=C(C=C1)C(C)(C)N (1-(4-chlorophenyl)-1-methylethylamine), [OH-].[Na+] (Sodium hydroxide). Solvent: CO (methanol). Product: ClC1=CC=C(C=C1)C(C)(C)NCC1CO1 (N-[1-(4-chlorophenyl)-1-methylethyl]-2,3-epoxypropylamine). As a reaction SMILES: [CH2:1]([CH:3]1[O:5][CH2:4]1)Cl.[Cl:6][C:7]1[CH:12]=[CH:11][C:10]([C:13]([NH2:16])([CH3:15])[CH3:14])=[CH:9][CH:8]=1.[OH-].[Na+]>CO>[Cl:6][C:7]1[CH:8]=[CH:9][C:10]([C:13]([NH:16][CH2:1][CH:3]2[O:5][CH2:4]2)([CH3:14])[CH3:15])=[CH:11][CH:12]=1 |f:2.3|. Procedure details: Epichlorohydrin (8.05 ml) was added dropwise to a solution of 1-(4-chlorophenyl)-1-methylethylamine (17.38 g) in methanol (17.5 ml) at 0° C. with stirring. The solution was warmed to ambient temperature and stirred for 48 hours. Sodium hydroxide solution (50%) (17.5 ml) was added and the mixture stirred for 15 minutes. The product was extracted with ether to give an oil which was purified by flash column chromatography on silica using petroleum ether, b.p. 40-60° C./ethyl acetate/triethylamine (... Starting materials: NC1=NC2=CC=CC=C2C=C1C=1C(=C(C=CC1Cl)NC(C1=CC(=CC=C1)C(F)(F)F)=O)Cl (N-[3-(2-amino-quinolin-3-yl)-2,4-dichloro-phenyl]-3-trifluoromethyl-benzamide), [H-].[Na+] (NaH), CN(C)C=O (DMF), C(C)(C)(C)N=C=O (tert-butyl isocyanate). The solvent is CCOC(=O)C (EtOAc). Conditions: time 30 minute. The product is C(C)(C)(C)NC(NC1=NC2=CC=NC=C2C=C1C=1C(=C(C=CC1Cl)NC(C1=CC(=CC=C1)C(F)(F)F)=O)Cl)=O (N-{3-[2-(3-tert-butyl-ureido)-[1,6]naphthyridin-3-yl]-2,4-dichloro-phenyl}-3-trifluoromethyl-benzamide). RXN SMILES: [NH2:1][C:2]1[C:11]([C:12]2[C:13]([Cl:32])=[C:14]([NH:19][C:20](=[O:31])[C:21]3[CH:26]=[CH:25][CH:24]=[C:23]([C:27]([F:30])([F:29])[F:28])[CH:22]=3)[CH:15]=[CH:16][C:17]=2[Cl:18])=[CH:10][C:9]2[C:4](=[CH:5][CH:6]=CC=2)[N:3]=1.[H-].[Na+].[C:35]([N:39]=[C:40]=[O:41])([CH3:38])([CH3:37])[CH3:36].[CH3:42][N:43](C=O)C>CCOC(C)=O>[C:35]([NH:39][C:40](=[O:41])[NH:1][C:2]1[C:11]([C:12]2[C:13]([Cl:32])=[C:14]([NH:19][C:20](=[O:31])[C:21]3[CH:26]=[CH:25][CH:24]=[C:23]([C:27]([F:28])([F:30])[F:29])[CH:22]=3)[CH:15]=[CH:16][C:17]=2[Cl:18])=[CH:10][C:9]2[C:4](=[CH:5][CH:6]=[N:43][CH:42]=2)[N:3]=1)([CH3:38])([CH3:37])[CH3:36] |f:1.2|. Reported procedure: To a solution of N-[3-(2-amino-quinolin-3-yl)-2,4-dichloro-phenyl]-3-trifluoromethyl-benzamide (100.0 mg, 0.210 mmol) in DMF (4.0 mL) is added NaH (60%, 10.9 mg, 0.273 mmol) at room temperature. After the mixture is stirred for 30 minutes at room temperature, tert-butyl isocyanate (24.9 mg, 0.252 mmol) is added and the mixture is stirred 6 hours. The reaction mixture is diluted with EtOAc and washed with saturated K2CO3, brine and water. The organic layer is dried, filtered and concentrated to g...